This data is from the Open Reaction Database (ORD), a public repository of structured organic reaction records. The task is: describe an organic reaction: reactants, conditions, products, and yield Reactants: CNC, COS(=O)(=O)[O-], COC1=[N+](C)CCC1, c1ccccc1. Yields the product CN(C)C1=[N+](C)CCC1, COS(=O)(=O)[O-]. As a reaction SMILES: [CH3:15][NH:16][CH3:17].[CH3:1][O:2][S:3](=[O:4])(=[O:5])[O-:6].[CH3:7][O:8][C:9]1=[N+:10]([CH3:14])[CH2:11][CH2:12][CH2:13]1.[cH:18]1[cH:19][cH:20][cH:21][cH:22][cH:23]1>>[C:9]1([N:16]([CH3:15])[CH3:17])=[N+:10]([CH3:14])[CH2:11][CH2:12][CH2:13]1.[CH3:1][O:2][S:3](=[O:4])(=[O:5])[O-:6]. The reactants are CCOC(COc1ccc(C=C2SC(=S)NC2=O)cc1)OCC, C1CCNCC1, CCO, O=C1CSC(=S)N1. Yields the product CCOC(COc1ccc(C=C2SC(N3CCCCC3)=NC2=O)cc1)OCC. RXN SMILES: [CH2:1]([CH3:2])[O:3][CH:4]([CH2:5][O:6][c:7]1[cH:8][cH:9][c:10]([CH:11]=[C:12]2[C:13](=[O:18])[NH:14][C:15](=[S:17])[S:16]2)[cH:19][cH:20]1)[O:21][CH2:22][CH3:23].[CH2:31]1[CH2:32][CH2:33][NH:34][CH2:35][CH2:36]1.[CH3:37][CH2:38][OH:39].[S:24]1[CH2:25][C:26](=[O:27])[NH:28][C:29]1=[S:30]>>[CH2:1]([CH3:2])[O:3][CH:4]([CH2:5][O:6][c:7]1[cH:8][cH:9][c:10]([CH:11]=[C:12]2[C:13](=[O:18])[N:14]=[C:15]([N:34]3[CH2:33][CH2:32][CH2:31][CH2:36][CH2:35]3)[S:16]2)[cH:19][cH:20]1)[O:21][CH2:22][CH3:23]. Reactants: NC1=C(CN)C=CC=C1 (2-aminobenzylamine), COC=1C=C(C=CC1)N=C=S (3-methoxyphenylisothiocyanate). The product is N1=C(NCC2=CC=CC=C12)NC1=CC(=CC=C1)OC ((3,4-Dihydro-quinazolin-2-yl)-(3-methoxy-phenyl)-amine). As a reaction SMILES: [NH2:1][C:2]1[CH:9]=[CH:8][CH:7]=[CH:6][C:3]=1[CH2:4][NH2:5].[CH3:10][O:11][C:12]1[CH:13]=[C:14]([N:18]=[C:19]=S)[CH:15]=[CH:16][CH:17]=1>>[N:1]1[C:2]2[C:3](=[CH:6][CH:7]=[CH:8][CH:9]=2)[CH2:4][NH:5][C:19]=1[NH:18][C:14]1[CH:15]=[CH:16][CH:17]=[C:12]([O:11][CH3:10])[CH:13]=1. Procedure details: The title compound (MS: m/e=254.1 [M+H+]) was prepared in analogy to example 1 from 2-aminobenzylamine and 3-methoxyphenylisothiocyanate.